This data is from the Open Reaction Database (ORD), a public repository of structured organic reaction records. The task is: describe an organic reaction: reactants, conditions, products, and yield Reactants: CCOC(=O)C(Oc1nc(OC)cc(OC)n1)C(C)(C)OCC, CCO, [Na+], [OH-]. The product is CCOC(C)(C)C(Oc1nc(OC)cc(OC)n1)C(=O)O. RXN SMILES: [CH3:1][O:2][c:3]1[n:4][c:5]([O:11][CH:12]([C:13](=[O:14])[O:15][CH2:16][CH3:17])[C:18]([CH3:19])([CH3:20])[O:21][CH2:22][CH3:23])[n:6][c:7]([O:9][CH3:10])[cH:8]1.[CH3:26][CH2:27][OH:28].[Na+:25].[OH-:24]>>[CH3:1][O:2][c:3]1[n:4][c:5]([O:11][CH:12]([C:13](=[O:14])[OH:15])[C:18]([CH3:19])([CH3:20])[O:21][CH2:22][CH3:23])[n:6][c:7]([O:9][CH3:10])[cH:8]1. RXN SMILES: [Cl:1][C:2]1[CH:3]=[CH:4][C:5]2[N:11]=[C:10]([NH:12][NH:13][C:14](=O)[CH2:15][CH2:16][CH2:17][CH2:18][CH2:19][CH3:20])[CH2:9][N:8]=[C:7]([C:22]3[CH:27]=[CH:26][CH:25]=[CH:24][CH:23]=3)[C:6]=2[CH:28]=1>N1C=CC=CC=1>[Cl:1][C:2]1[CH:3]=[CH:4][C:5]2[N:11]3[C:14]([CH2:15][CH2:16][CH2:17][CH2:18][CH2:19][CH3:20])=[N:13][N:12]=[C:10]3[CH2:9][N:8]=[C:7]([C:22]3[CH:27]=[CH:26][CH:25]=[CH:24][CH:23]=3)[C:6]=2[CH:28]=1. The solvent is N1=CC=CC=C1 (pyridine). The reactants are ClC=1C=CC2=C(C(=NCC(=N2)NNC(CCCCCC)=O)C2=CC=CC=C2)C1 (7-chloro-2-(2-enanthylhydrazino)-5-phenyl-3H-1,4-benzodiazepine). Reported procedure: A suspension of 4 parts of 7-chloro-2-(2-enanthylhydrazino)-5-phenyl-3H-1,4-benzodiazepine prepared in Example 31 in 20 parts by volume of pyridine is refluxed for about 3 hours. After evaporation of pyridine, water is added to the residue, whereby 8-chloro-1-hexyl-6-phenyl-4H-s-triazolo [4,3-a] [1,4] benzodiazepine is yielded as crystals. Recrystallization from aqueous acetone yields colorless flakes melting at 75° C to 78° C (sintering). Product: ClC=1C=CC2=C(C(=NCC=3N2C(=NN3)CCCCCC)C3=CC=CC=C3)C1 (8-chloro-1-hexyl-6-phenyl-4H-s-triazolo [4,3-a] [1,4] benzodiazepine). The reactants are C#Cc1cccc(Nc2ncnc3cc(F)c([N+](=O)[O-])cc23)c1, CCOC(C)=O, [Na+], O=C([O-])O. Product: C#Cc1cccc(Nc2ncnc3cc(F)c(N)cc23)c1. Reaction SMILES: [C:1](#[CH:2])[c:3]1[cH:4][c:5]([NH:9][c:10]2[n:11][cH:12][n:13][c:14]3[cH:15][c:16]([F:23])[c:17]([N+:20]([O-:21])=[O:22])[cH:18][c:19]23)[cH:6][cH:7][cH:8]1.[CH3:29][CH2:30][O:31][C:32](=[O:33])[CH3:34].[Na+:28].[O-:24][C:25]([OH:26])=[O:27]>>[C:1](#[CH:2])[c:3]1[cH:4][c:5]([NH:9][c:10]2[n:11][cH:12][n:13][c:14]3[cH:15][c:16]([F:23])[c:17]([NH2:20])[cH:18][c:19]23)[cH:6][cH:7][cH:8]1. Reactants: [H][H] (Hydrogen), N(=[N+]=[N-])[C@@H](COCC1=CC=CC=C1)[C@@H]1C[C@H](C(O1)=O)CCC ((3R,5S)-5-[(S)-1-Azido-2-benzyloxyethyl]-3-propyldihydrofuran-2-one), solution, Cl (hydrochloric acid), O1CCOCC1 (dioxane). Reagents/catalysts: [C].[Pd] (palladium-carbon). Solvent: C(C)O (ethanol), C(C)O (ethanol). Conditions: time 7 hour. Product: Cl.N[C@@H](CO)[C@@H]1C[C@H](C(O1)=O)CCC ((3R,5S)-5-[(S)-1-amino-2-hydroxyethyl]-3-propyldihydrofuran-2-one hydrochloride). RXN SMILES: [N:1]([C@H:4]([C@H:14]1[O:18][C:17](=[O:19])[C@H:16]([CH2:20][CH2:21][CH3:22])[CH2:15]1)[CH2:5][O:6]CC1C=CC=CC=1)=[N+]=[N-].[ClH:23].O1CCOCC1.[H][H]>C(O)C.[C].[Pd]>[ClH:23].[NH2:1][C@H:4]([C@H:14]1[O:18][C:17](=[O:19])[C@H:16]([CH2:20][CH2:21][CH3:22])[CH2:15]1)[CH2:5][OH:6] |f:5.6,7.8|. Procedure details: A suspension of 23.0 g of (3R,5S)-5-[(S)-1-azido-2-benzyloxyethyl]-3-propyldihydrofuran-2-one obtained in Example (116e) (75.9 mmol), 40.0 ml of a solution of 4 N hydrochloric acid in dioxane (160 mmol) and 5.20 g of 10% palladium-carbon (50% wet) in ethanol (400 ml) was stirred under a hydrogen atmosphere at room temperature for seven hours. Hydrogen in the reaction vessel was replaced by nitrogen, and then the reaction mixture was diluted with 200 ml of ethanol. Palladium-carbon was separated ...